Dataset: the Open Reaction Database (ORD), a public repository of structured organic reaction records. Task: describe an organic reaction: reactants, conditions, products, and yield Starting materials: O=C1CCC(O)CC1, OCCO, Cc1ccc(S(=O)(=O)O)cc1, c1ccccc1. Yields the product OC1CCC2(CC1)OCCO2. RXN SMILES: [OH:1][CH:2]1[CH2:3][CH2:4][C:5](=[O:8])[CH2:6][CH2:7]1.[OH:9][CH2:10][CH2:11][OH:12].[c:13]1([CH3:14])[cH:15][cH:16][c:17]([S:18]([OH:19])(=[O:20])=[O:21])[cH:22][cH:23]1.[cH:24]1[cH:25][cH:26][cH:27][cH:28][cH:29]1>>[OH:1][CH:2]1[CH2:3][CH2:4][C:5]2([CH2:6][CH2:7]1)[O:8][CH2:11][CH2:10][O:9]2. The reactants are C1(O)=CC=C(O)C=C1 (hydroquinone), CCOC(=O)C(C)Br (ethyl DL-2-bromopropionate), C([O-])([O-])=O.[K+].[K+] (potassium carbonate). Solvent: CC(=O)CC (methylethylketone). Yields the product OC1=CC=C(OC(C(=O)OCC)C)C=C1 (ethyl 2-(4-hydroxyphenoxy)propionate). Yield: 25.8%. Reaction SMILES: [C:1]1([CH:8]=[CH:7][C:5]([OH:6])=[CH:4][CH:3]=1)[OH:2].[CH3:9][CH2:10][O:11][C:12]([CH:14](Br)[CH3:15])=[O:13].C(=O)([O-])[O-].[K+].[K+]>CC(CC)=O>[OH:2][C:1]1[CH:8]=[CH:7][C:5]([O:6][CH:14]([CH3:15])[C:12]([O:11][CH2:10][CH3:9])=[O:13])=[CH:4][CH:3]=1 |f:2.3.4|. Reported procedure: A suspension of hydroquinone (12.2 g), ethyl DL-2-bromopropionate (10 g) and potassium carbonate (50 g) in methylethylketone (100 ml) was stirred under reflux for 5 hours. After removal of insoluble materials by filtration, the filtrate was concentrated by distillation. The residue was dissolved in ethyl acetate, washed with 5% aqueous hydrochloric acid and concentrated to remove ethyl acetate. The residue was purified by silica gel chromatography (eluent: 20% ethyl acetate : 80% n-hexane) to gi...